From a dataset of the Open Reaction Database (ORD), a public repository of structured organic reaction records. describe an organic reaction: reactants, conditions, products, and yield Reactants: NC(CC(=O)OCC)C(CC)(C)C (ethyl 3-amino-4,4-dimethylhexanoate), NC(CC(=O)OCC)C(CC)(C)C (ethyl 3-amino-4,4-dimethylhexanoate), 5-fluoro-3-(5-fluoro-4-methylsulfinyl-pyrimidin-2-yl)-1-(p- olylsulfonyl)pyrrolo[2,3-b]pyridine, FC=1C=C2C(=NC1)N(C=C2C2=NC=C(C(=N2)S(=O)C)F)S(=O)(=O)C2=CC=C(C=C2)C (5-fluoro-3-(5-fluoro-4-methylsulfinyl-pyrimidin-2-yl)-1-(p-tolylsulfonyl)pyrrolo[2,3-b]pyridine), C(C)(C)N(C(C)C)CC (N,N-diisopropylethylamine). Solvent: C1CCOC1 (THF). Run at temperature 80 celsius. Product: FC=1C(=NC(=NC1)C1=CN(C2=NC=C(C=C21)F)S(=O)(=O)C2=CC=C(C)C=C2)NC(CC(=O)OCC)C(CC)(C)C (ethyl 3-((5-fluoro-2-(5-fluoro-1-tosyl-1H-pyrrolo[2,3-b]pyridin-3-yl)pyrimidin-4-yl)amino)-4,4-dimethylhexanoate). Reaction SMILES: [NH2:1][CH:2]([C:9]([CH3:13])([CH3:12])[CH2:10][CH3:11])[CH2:3][C:4]([O:6][CH2:7][CH3:8])=[O:5].[F:14][C:15]1[CH:16]=[C:17]2[C:23]([C:24]3[N:29]=[C:28](S(C)=O)[C:27]([F:33])=[CH:26][N:25]=3)=[CH:22][N:21]([S:34]([C:37]3[CH:42]=[CH:41][C:40]([CH3:43])=[CH:39][CH:38]=3)(=[O:36])=[O:35])[C:18]2=[N:19][CH:20]=1.C(N(CC)C(C)C)(C)C>C1COCC1>[F:33][C:27]1[C:28]([NH:1][CH:2]([C:9]([CH3:12])([CH3:13])[CH2:10][CH3:11])[CH2:3][C:4]([O:6][CH2:7][CH3:8])=[O:5])=[N:29][C:24]([C:23]2[C:17]3[C:18](=[N:19][CH:20]=[C:15]([F:14])[CH:16]=3)[N:21]([S:34]([C:37]3[CH:42]=[CH:41][C:40]([CH3:43])=[CH:39][CH:38]=3)(=[O:36])=[O:35])[CH:22]=2)=[N:25][CH:26]=1. Procedure: To a suspension of ethyl 3-amino-4,4-dimethylhexanoate, 27a, (0.19 g. 1.00 mmol) and 5-fluoro-3-(5-fluoro-4-methylsulfinyl-pyrimidin-2-yl)-1-(p- olylsulfonyl)pyrrolo[2,3-b]pyridine, 25a, (0.54 g, 1.20 mmol) in THF (14.4 mL) was added N,N-diisopropylethylamine (0.26 mL, 1.50 mmol). The mixture was refluxed at 80° C. overnight. After removing the solvents under reduced pressure, the crude product was purified by silica gel chromatography (0-50% EtOAc/Hexane gradient) to afford 155 mg of the desire...